Dataset: the Open Reaction Database (ORD), a public repository of structured organic reaction records. Task: describe an organic reaction: reactants, conditions, products, and yield The reactants are CO, CSCc1cccc2c(C(c3ccc(Cl)cc3)c3ccc(Cl)cc3)c[nH]c12, ClCCl, O=C(OO)c1cccc(Cl)c1. Product: CS(=O)Cc1cccc2c(C(c3ccc(Cl)cc3)c3ccc(Cl)cc3)c[nH]c12. Reaction SMILES: [CH3:42][OH:43].[Cl:1][c:2]1[cH:3][cH:4][c:5]([CH:8]([c:9]2[cH:10][nH:11][c:12]3[c:13]([CH2:18][S:19][CH3:20])[cH:14][cH:15][cH:16][c:17]23)[c:21]2[cH:22][cH:23][c:24]([Cl:27])[cH:25][cH:26]2)[cH:6][cH:7]1.[Cl:28][CH2:29][Cl:30].[OH:31][O:32][C:33]([c:34]1[cH:35][c:36]([Cl:37])[cH:38][cH:39][cH:40]1)=[O:41]>>[Cl:1][c:2]1[cH:3][cH:4][c:5]([CH:8]([c:9]2[cH:10][nH:11][c:12]3[c:13]([CH2:18][S:19]([CH3:20])=[O:31])[cH:14][cH:15][cH:16][c:17]23)[c:21]2[cH:22][cH:23][c:24]([Cl:27])[cH:25][cH:26]2)[cH:6][cH:7]1. Reactants: N(=[N+]=[N-])C=1C=C(C(=O)NC2=C(C(=CC(=C2)C(C)(C)C)NS(=O)(=O)C)OC)C=C(C1C)F (3-azido-N-(5-tert-butyl-3-methanesulfonylamino-2-methoxy-phenyl)-5-fluoro-4-methyl-benzamide), C(#C)C=1C=NC=CC1 (3-ethynyl-pyridine). Product: C(C)(C)(C)C=1C=C(C(=C(C1)NC(C1=CC(=C(C(=C1)N1N=NC(=C1)C=1C=NC=CC1)C)F)=O)OC)NS(=O)(=O)C (N-(5-tert-Butyl-3-methanesulfonylamino-2-methoxy-phenyl)-3-fluoro-4-methyl-5-(4-pyridin-3-yl-[1,2,3]triazol-1-yl)-benzamide). RXN SMILES: [N:1]([C:4]1[CH:5]=[C:6]([CH:27]=[C:28]([F:31])[C:29]=1[CH3:30])[C:7]([NH:9][C:10]1[CH:15]=[C:14]([C:16]([CH3:19])([CH3:18])[CH3:17])[CH:13]=[C:12]([NH:20][S:21]([CH3:24])(=[O:23])=[O:22])[C:11]=1[O:25][CH3:26])=[O:8])=[N+:2]=[N-:3].[C:32]([C:34]1[CH:35]=[N:36][CH:37]=[CH:38][CH:39]=1)#[CH:33]>>[C:16]([C:14]1[CH:13]=[C:12]([NH:20][S:21]([CH3:24])(=[O:22])=[O:23])[C:11]([O:25][CH3:26])=[C:10]([NH:9][C:7](=[O:8])[C:6]2[CH:5]=[C:4]([N:1]3[CH:33]=[C:32]([C:34]4[CH:35]=[N:36][CH:37]=[CH:38][CH:39]=4)[N:3]=[N:2]3)[C:29]([CH3:30])=[C:28]([F:31])[CH:27]=2)[CH:15]=1)([CH3:19])([CH3:18])[CH3:17]. Procedure: Example 21 was prepared from 3-azido-N-(5-tert-butyl-3-methanesulfonylamino-2-methoxy-phenyl)-5-fluoro-4-methyl-benzamide and 3-ethynyl-pyridine in the same manner as Example 15. ESI MS m/z 553 [C27H29FN6O4S+H]+. Starting materials: C1(CCCCCC1)=NO (cycloheptanone oxime), COC1=CC=C(C=C1)C=1CCN(CC1)CCCC(=O)OCC (ethyl 4-(4-(4-methoxyphenyl)-1,2,3,6-tetrahydropyridin-1-yl)-n-butyrate). Yields the product COC1=CC=C(C=C1)C=1CCN(CC1)CCCC1=C2C(=NO1)CCCCC2 (3-(3-(4-(4-methoxyphenyl)-1,2,3,6-tetrahydropyridin-1-yl)propyl)-5,6,7,8-tetrahydro-4H-cyclohepta[c]isoxazole). Reaction SMILES: [C:1]1(=[N:8][OH:9])[CH2:7][CH2:6][CH2:5][CH2:4][CH2:3][CH2:2]1.[CH3:10][O:11][C:12]1[CH:17]=[CH:16][C:15]([C:18]2[CH2:19][CH2:20][N:21]([CH2:24][CH2:25][CH2:26][C:27](OCC)=O)[CH2:22][CH:23]=2)=[CH:14][CH:13]=1>>[CH3:10][O:11][C:12]1[CH:13]=[CH:14][C:15]([C:18]2[CH2:23][CH2:22][N:21]([CH2:24][CH2:25][CH2:26][C:27]3[O:9][N:8]=[C:1]4[CH2:7][CH2:6][CH2:5][CH2:4][CH2:3][C:2]=34)[CH2:20][CH:19]=2)=[CH:16][CH:17]=1. Reported procedure: By the same reaction and treatment as in Example 48 using cycloheptanone oxime and ethyl 4-(4-(4-methoxyphenyl)-1,2,3,6-tetrahydropyridin-1-yl)-n-butyrate, 3-(3-(4-(4-methoxyphenyl)-1,2,3,6-tetrahydropyridin-1-yl)propyl)-5,6,7,8-tetrahydro-4H-cyclohepta[c]isoxazole is obtained. Yields the product CC=1NC(=C(C(C1C(=O)OC1CCC1)C=1C=CC=C2C(C=C(OC12)C)=O)C(C(F)(F)F)=O)C (Cyclobutyl 2,6-dimethyl-4-(2-methyl-4-oxo-4H-chromen-8-yl)-5-(trifluoroacetyl)-1,4-dihydro-pyridine-3-carboxylate). Procedure: 100 mg (0.53 mmol) of 2-methyl-4-oxo-4H-chromene-8-carbaldehyde are dissolved with 143.3 mg (0.93 mmol) of 1,1,1-trifluoroacetylacetone, 82.4 mg (0.53 mmol) of cyclobutyl 3-aminocrotonate and 31.9 mg (0.53 mmol) of acetic acid in 5 ml of 2-propanol and heated to reflux under argon for 10 h. The solvent is removed in vacuo, and the residue is purified by column chromatography (mobile phase: dichloromethane/methanol 95:5). 8 mg (3.2% of theory) of the title compound are obtained as a yellow solid. Run in CC(C)O (2-propanol). Reactants: CC=1OC2=C(C=CC=C2C(C1)=O)C=O (2-methyl-4-oxo-4H-chromene-8-carbaldehyde), CC(=O)CC(=O)C(F)(F)F (1,1,1-trifluoroacetylacetone), N\C(=C/C(=O)OC1CCC1)\C (cyclobutyl 3-aminocrotonate), C(C)(=O)O (acetic acid). RXN SMILES: [CH3:1][C:2]1[O:3][C:4]2[C:9]([C:10](=[O:12])[CH:11]=1)=[CH:8][CH:7]=[CH:6][C:5]=2[CH:13]=O.[CH3:15][C:16]([CH2:18][C:19]([C:21]([F:24])([F:23])[F:22])=[O:20])=O.[NH2:25]/[C:26](/[CH3:35])=[CH:27]\[C:28]([O:30][CH:31]1[CH2:34][CH2:33][CH2:32]1)=[O:29].C(O)(=O)C>CC(O)C>[CH3:35][C:26]1[NH:25][C:16]([CH3:15])=[C:18]([C:19](=[O:20])[C:21]([F:24])([F:23])[F:22])[CH:13]([C:5]2[CH:6]=[CH:7][CH:8]=[C:9]3[C:4]=2[O:3][C:2]([CH3:1])=[CH:11][C:10]3=[O:12])[C:27]=1[C:28]([O:30][CH:31]1[CH2:32][CH2:33][CH2:34]1)=[O:29]. RXN SMILES: [F:1][C:2]1[CH:9]=[C:8]([O:10][CH3:11])[CH:7]=[CH:6][C:3]=1[CH:4]=[O:5].[NH2:12][CH2:13][C:14]1[CH:21]=[CH:20][C:17]([C:18]#[N:19])=[CH:16][CH:15]=1.[CH2:22](O)[CH2:23][CH3:24].[O:26]1CCOC[CH2:27]1>>[C:18]([C:17]1[CH:20]=[CH:21][C:14]([CH2:13][NH:12][C:27](=[O:26])[CH:4]([C:3]2[CH:6]=[CH:7][C:8]([O:10][CH3:11])=[CH:9][C:2]=2[F:1])[O:5][CH2:22][CH2:23][CH3:24])=[CH:15][CH:16]=1)#[N:19] |f:2.3|. Starting materials: FC1=C(C=O)C=CC(=C1)OC (2-Fluoro-4-methoxybenzaldehyde), NCC1=CC=C(C#N)C=C1 (4-aminomethyl benzonitrile), C(CC)O.O1CCOCC1 (n-propanol dioxane). Procedure details: 2-Fluoro-4-methoxybenzaldehyde was reacted according to general procedure A using n-propanol/dioxane as a solvent. The product of this reaction was subsequently coupled with 4-aminomethyl benzonitrile according to general procedure B to give (RS)-N-(4-cyano-benzyl)-2-(2-fluoro-4-methoxy-phenyl)-2-propoxy-acetamide. Light yellow oil. MS 357.2 ([M+H]+) The product is C(#N)C1=CC=C(CNC(C(OCCC)C2=C(C=C(C=C2)OC)F)=O)C=C1 ((RS)-N-(4-cyano-benzyl)-2-(2-fluoro-4-methoxy-phenyl)-2-propoxy-acetamide).